From a dataset of the Open Reaction Database (ORD), a public repository of structured organic reaction records. describe an organic reaction: reactants, conditions, products, and yield The reactants are O (water), Cl (hydrochloric acid), C1(=CC=CC=C1)C (toluene), NC1=C(C=C(C=C1)C1=CC=C(C=C1)C(CCC(=O)O)=O)Br (4-(4'-amino-3'-bromo-4-biphenylyl)-4-oxo-butyric acid). The reagents and catalysts are [Zn] (zinc). The solvent is O1CCOCC1 (dioxane). The product is NC1=C(C=C(C=C1)C1=CC=C(C=C1)CCCC(=O)O)Br (4-(4'-Amino-3'-bromo-4-biphenylyl)-butyric acid). The yield is 25.0%. RXN SMILES: O.Cl.C1(C)C=CC=CC=1.[NH2:10][C:11]1[CH:16]=[CH:15][C:14]([C:17]2[CH:22]=[CH:21][C:20]([C:23](=O)[CH2:24][CH2:25][C:26]([OH:28])=[O:27])=[CH:19][CH:18]=2)=[CH:13][C:12]=1[Br:30]>[Zn].O1CCOCC1>[NH2:10][C:11]1[CH:16]=[CH:15][C:14]([C:17]2[CH:18]=[CH:19][C:20]([CH2:23][CH2:24][CH2:25][C:26]([OH:28])=[O:27])=[CH:21][CH:22]=2)=[CH:13][C:12]=1[Br:30]. Procedure: A mixture of 6 ml of water, 8 gm of amalgamated zinc, 14 ml of concentrated hydrochloric acid, 20 ml of toluene and 4 gm of 4-(4'-amino-3'-bromo-4-biphenylyl)-4-oxo-butyric acid was refluxed for 6 hours, while stirring. Subsequently, 10 ml of dioxane were added and the toluene/dioxane phase was separated. The residue remaining after evaporation of the solvent was admixed with water, covered with ether, and adjusted with sodium bicarbonate solution to pH 6. The ether solution was separated, washe... Reactants: CNC(=O)N(C)C, O=C=Nc1ccc(Cl)cc1, [H-], [Na+], C1CCOC1. Product: CN(C)C(=O)N(C)C(=O)Nc1ccc(Cl)cc1. Reaction SMILES: [CH3:3][N:4]([C:5](=[O:6])[NH:7][CH3:8])[CH3:9].[Cl:10][c:11]1[cH:12][cH:13][c:14]([N:17]=[C:18]=[O:19])[cH:15][cH:16]1.[H-:1].[Na+:2].[O:20]1[CH2:21][CH2:22][CH2:23][CH2:24]1>>[CH3:3][N:4]([C:5](=[O:6])[N:7]([CH3:8])[C:18]([NH:17][c:14]1[cH:13][cH:12][c:11]([Cl:10])[cH:16][cH:15]1)=[O:19])[CH3:9]. Starting materials: aqueous solution, [OH-].[Na+] (sodium hydroxide), [N+](=O)([O-])C=1C=C(C(=O)OCCN2C(C(=CC2=O)C2=CC=CC=C2)=O)C=C(C1)[N+](=O)[O-] (N-(2-(3,5-dinitrobenzoyl)oxyethyl)-α-phenylmaleimide), stannous chloride, Cl (hydrochloric acid). Solvent: O1CCOCC1 (dioxane). Run at time 3 hour. Product: NC=1C=C(C(=O)OCCN2C(C(=CC2=O)C2=CC=CC=C2)=O)C=C(C1)N (N-(2-(3,5-diaminobenzoyl)oxyethyl)-α-phenylmaleimide). The yield is 91.4%. As a reaction SMILES: [N+:1]([C:4]1[CH:5]=[C:6]([CH:25]=[C:26]([N+:28]([O-])=O)[CH:27]=1)[C:7]([O:9][CH2:10][CH2:11][N:12]1[C:16](=[O:17])[CH:15]=[C:14]([C:18]2[CH:23]=[CH:22][CH:21]=[CH:20][CH:19]=2)[C:13]1=[O:24])=[O:8])([O-])=O.Cl.[OH-].[Na+]>O1CCOCC1>[NH2:28][C:26]1[CH:25]=[C:6]([CH:5]=[C:4]([NH2:1])[CH:27]=1)[C:7]([O:9][CH2:10][CH2:11][N:12]1[C:16](=[O:17])[CH:15]=[C:14]([C:18]2[CH:23]=[CH:22][CH:21]=[CH:20][CH:19]=2)[C:13]1=[O:24])=[O:8] |f:2.3|. Reported procedure: In a 300 ml three-necked flask equipped with a dropping funnel and a stirring means were placed 8.22 g of N-(2-(3,5-dinitrobenzoyl)oxyethyl)-α-phenylmaleimide and 150 ml of dioxane, and 30.2 g of stannous chloride (dihydrate) was added at room temperature under stirring. Then, 30.2 g of conc. hydrochloric acid was added dropwise thereto, and thereafter, stirring was continued at room temperature for 3 hours. After completion of the reaction, a 2N aqueous solution of sodium hydroxide was added dr... Starting materials: Cc1cc(C)c(Br)c(C)c1, [Li]C(C)(C)C, C1CCOC1, COc1ccccn1, CN(C)C=O. Product: COc1ncccc1C=O. As a reaction SMILES: [Br:6][c:7]1[c:8]([CH3:9])[cH:10][c:11]([CH3:12])[cH:13][c:14]1[CH3:15].[C:1]([Li:2])([CH3:3])([CH3:4])[CH3:5].[CH2:29]1[O:30][CH2:31][CH2:32][CH2:33]1.[CH3:16][O:17][c:18]1[n:19][cH:20][cH:21][cH:22][cH:23]1.[O:24]=[CH:25][N:26]([CH3:27])[CH3:28]>>[CH3:16][O:17][c:18]1[n:19][cH:20][cH:21][cH:22][c:23]1[CH:25]=[O:24]. Reactants: BrCC1=C(C(=O)OC)C=CC=C1[N+](=O)[O-] (methyl 2-bromomethyl-3-nitrobenzoate). Solvent: O1CCOCC1 (dioxane), O (water). Yields the product [N+](=O)([O-])C1=CC=CC=2C(OCC21)=O (1,3-dihydro-4-nitrobenzo[c]furan-1-one). The yield is 59.7%. RXN SMILES: BrC[C:3]1[C:12]([N+:13]([O-:15])=[O:14])=[CH:11][CH:10]=[CH:9][C:4]=1[C:5]([O:7][CH3:8])=[O:6]>O1CCOCC1.O>[N+:13]([C:12]1[C:3]2[CH2:8][O:7][C:5](=[O:6])[C:4]=2[CH:9]=[CH:10][CH:11]=1)([O-:15])=[O:14]. Reported procedure: A solution of 54.8 g of methyl 2-bromomethyl-3-nitrobenzoate in a mixture of 200 ml dioxane and 45 ml water was refluxed for 72 hours. The reaction solution was cooled and concentrated in vacuo. The resulting solid was slurried in water, collected, washed with water and dried. Recrystallization from 1-chlorobutane gave 21.4 g of 1,3-dihydro-4-nitrobenzo[c]furan-1-one, m.p. 133.5°-136°. Reactants: N1(C=NC=C1)C=1C=CC(=C([C@H](OC([C@H](CC2=CC=CC=C2)NS(=O)(=O)C2=CC=C(C=C2)C)=O)C2=C(C=C(C(=O)OC)C=C2C)C)C1)C (methyl (S)-4-[5-(1-imidazolyl)-2-methyl-α-{(S)-2-(4-methylbenzenesulfonylamino)-3-phenylpropionyloxy}benzyl]-3,5-dimethylbenzoate). Run in CN(C=O)C (dimethylformamide). The product is O[C@@H](C1=C(C=CC(=C1)N1C=NC=C1)C)C1=C(C=C(C(=O)O)C=C1C)C ((S)-4-[α-hydroxy-5-(1-imidazolyl)-2-methylbenzyl]-3,5-dimethylbenzoic acid). As a reaction SMILES: [N:1]1([C:6]2[CH:7]=[CH:8][C:9]([CH3:47])=[C:10]([CH:46]=2)[C@@H:11]([C:34]2[C:43]([CH3:44])=[CH:42][C:37]([C:38]([O:40]C)=[O:39])=[CH:36][C:35]=2[CH3:45])[O:12]C(=O)[C@@H](NS(C2C=CC(C)=CC=2)(=O)=O)CC2C=CC=CC=2)[CH:5]=[CH:4][N:3]=[CH:2]1>CN(C)C=O>[OH:12][C@H:11]([C:34]1[C:35]([CH3:45])=[CH:36][C:37]([C:38]([OH:40])=[O:39])=[CH:42][C:43]=1[CH3:44])[C:10]1[CH:46]=[C:6]([N:1]2[CH:5]=[CH:4][N:3]=[CH:2]2)[CH:7]=[CH:8][C:9]=1[CH3:47]. Procedure: The compound obtained in Example 5 was treated in the same manner as in Example 2 to give 13.8 g of (S)-4-[α-hydroxy-5-(1-imidazolyl)-2-methylbenzyl]-3,5-dimethylbenzoic acid, melting point 286-288° C. (decomposition), optical rotation [α]D21 -261.5° (c=1.0, dimethylformamide). Reactants: [I-].[Na+] (sodium iodide), Cl.CNC (dimethylamine hydrochloride), C([O-])([O-])=O.[K+].[K+] (potassium carbonate), C(C)(=O)N(CCCCl)C1=C(C2=C(C(C=C(O2)C2=CC(=C(C=C2)NC(C(C)(C)C)=O)F)=O)C(=C1F)NC(C(C)(C)C)=O)F (7-[N-acetyl-N-(3-chloropropyl)amino]-6,8-difluoro-2-(3-fluoro-4-pivaloylaminophenyl)-5-pivaloylamino-4H-1-benzopyran-4-one). Run in CN(C=O)C (dimethylformamide), O (Water). Yield: 63.5%. Reported procedure: 932 mg (1.54 mmol) of the above 7-[N-acetyl-N-(3-chloropropyl)amino]-6,8-difluoro-2-(3-fluoro-4-pivaloylaminophenyl)-5-pivaloylamino-4H-1-benzopyran-4-one was dissolved in 10 mL of dimethylformamide under argon atmosphere, 320 mg (7.68 mmol) of sodium iodide, 1.25 g (15.4 mmol) of dimethylamine hydrochloride and 2.12 g (15.4 mmol) of potassium carbonate were added and the mixture was stirred at 70° C. for 23 hours. Water was added to the reaction solution and the mixture was extracted twice with... Reaction conditions: temperature 70 celsius, time 23 hour. Reaction SMILES: [C:1]([N:4]([C:9]1[C:33]([F:34])=[C:32]([NH:35][C:36](=[O:41])[C:37]([CH3:40])([CH3:39])[CH3:38])[C:12]2[C:13](=[O:31])[CH:14]=[C:15]([C:17]3[CH:22]=[CH:21][C:20]([NH:23][C:24](=[O:29])[C:25]([CH3:28])([CH3:27])[CH3:26])=[C:19]([F:30])[CH:18]=3)[O:16][C:11]=2[C:10]=1[F:42])[CH2:5][CH2:6][CH2:7]Cl)(=[O:3])[CH3:2].[I-].[Na+].Cl.[CH3:46][NH:47][CH3:48].C(=O)([O-])[O-].[K+].[K+]>CN(C)C=O.O>[C:1]([N:4]([C:9]1[C:33]([F:34])=[C:32]([NH:35][C:36](=[O:41])[C:37]([CH3:40])([CH3:39])[CH3:38])[C:12]2[C:13](=[O:31])[CH:14]=[C:15]([C:17]3[CH:22]=[CH:21][C:20]([NH:23][C:24](=[O:29])[C:25]([CH3:28])([CH3:27])[CH3:26])=[C:19]([F:30])[CH:18]=3)[O:16][C:11]=2[C:10]=1[F:42])[CH2:5][CH2:6][CH2:7][N:47]([CH3:48])[CH3:46])(=[O:3])[CH3:2] |f:1.2,3.4,5.6.7|. Yields the product C(C)(=O)N(CCCN(C)C)C1=C(C2=C(C(C=C(O2)C2=CC(=C(C=C2)NC(C(C)(C)C)=O)F)=O)C(=C1F)NC(C(C)(C)C)=O)F (7-[N-acetyl-N-(3-dimethylaminopropyl)amino]-6,8-difluoro-2-(3-fluoro-4-pivaloylaminophenyl)-5-pivaloylamino-4H-1-benzopyran-4-one).